From a dataset of the Open Reaction Database (ORD), a public repository of structured organic reaction records. describe an organic reaction: reactants, conditions, products, and yield Reactants: NC(CC(C(=O)OC)C)C=1C(=NC=CC1OC)OC (methyl 4-amino-4-(2,4-dimethoxypyridin-3-yl)-2-methylbutanoate), C1=C(C=CC=2OC3=C(C21)C=CC=C3)C=O (dibenzo[b,d]furan-2-carbaldehyde). Yields the product C1=C(C=CC=2OC3=C(C21)C=CC=C3)CN3C(C(CC3C=3C(=NC=CC3OC)OC)C)=O (1-(dibenzo[b,d]furan-2-ylmethyl)-5-(2,4-dimethoxypyridin-3-yl)-3-methylpyrrolidin-2-one). As a reaction SMILES: [NH2:1][CH:2]([C:10]1[C:11]([O:18][CH3:19])=[N:12][CH:13]=[CH:14][C:15]=1[O:16][CH3:17])[CH2:3][CH:4]([CH3:9])[C:5]([O:7]C)=O.[CH:20]1[C:28]2[C:27]3[CH:29]=[CH:30][CH:31]=[CH:32][C:26]=3[O:25][C:24]=2[CH:23]=[CH:22][C:21]=1[CH:33]=O>>[CH:20]1[C:28]2[C:27]3[CH:29]=[CH:30][CH:31]=[CH:32][C:26]=3[O:25][C:24]=2[CH:23]=[CH:22][C:21]=1[CH2:33][N:1]1[CH:2]([C:10]2[C:11]([O:18][CH3:19])=[N:12][CH:13]=[CH:14][C:15]=2[O:16][CH3:17])[CH2:3][CH:4]([CH3:9])[C:5]1=[O:7]. Procedure: Prepared according to the described general procedure 2 (GP2) by reaction of methyl 4-amino-4-(2,4-dimethoxypyridin-3-yl)-2-methylbutanoate with commercially available dibenzo[b,d]furan-2-carbaldehyde. Subsequent purification by preparative HPLC afforded the target compound. LC-MS (conditions A): tR=0.85 min.; [M+H]+: 416.90 g/mol. Starting materials: ferric chloride, C(CC(O)(C(=O)[O-])CC(=O)[O-])(=O)[O-] (citrate), P(=O)([O-])([O-])[O-].[K+].[K+].[K+] (potassium phosphate), C(CC(=O)N[C@@H](CS)C(=O)NCC(=O)O)[C@@H](C(=O)O)N (GSH), CCCCC[C@@H](/C=C/[C@H]1[C@H]2C[C@@H]([C@@H]1C/C=C\CCCC(=O)O)OO2)O (PGH2). Run in C(C)#N (Acetonitrile), CS(=O)C (DMSO). Conditions: time 1 minute. The product is CCCCC[C@@H](/C=C/[C@H]1[C@@H](CC(=O)[C@@H]1C/C=C\CCCC(=O)O)O)O (PGE2). RXN SMILES: P([O-])([O-])([O-])=O.[K+].[K+].[K+].C([C@H](N)C(O)=O)CC(N[C@H](C(NCC(O)=O)=O)CS)=O.[CH3:29][CH2:30][CH2:31][CH2:32][CH2:33][C@H:34]([OH:53])/[CH:35]=[CH:36]/[C@@H:37]1[C@@H:41]([CH2:42]/[CH:43]=[CH:44]\[CH2:45][CH2:46][CH2:47][C:48]([OH:50])=[O:49])[C@H:40]2[O:51][O:52][C@@H:38]1[CH2:39]2.C([O-])(=O)CC(CC([O-])=O)(C([O-])=O)O>CS(C)=O.C(#N)C>[CH3:29][CH2:30][CH2:31][CH2:32][CH2:33][C@H:34]([OH:53])/[CH:35]=[CH:36]/[C@@H:37]1[C@@H:41]([CH2:42]/[CH:43]=[CH:44]\[CH2:45][CH2:46][CH2:47][C:48]([OH:50])=[O:49])[C:40](=[O:51])[CH2:39][C@H:38]1[OH:52] |f:0.1.2.3|. Procedure: The typical reaction conditions of the enzymatic reaction were thus: Test compound: ranging from 60 μM to 0.002 μM, or zero in positive and negative controls; potassium phosphate buffer pH 6.8: 50 mM; GSH: 2.5 mM; mPGES-1-containing microsomes: 2 μg/mL (sample and positive controls) or 0 μg/mL (negative control); PGH2: 10.8 μM; Acetonitrile: 7.7% (v/v); DMSO: 0.6% (v/v). The reaction was stopped after one minute by adding an acidic solution (pH 1.9) of ferric chloride and citrate (final concentr...